The task is: describe an organic reaction: reactants, conditions, products, and yield. This data is from the Open Reaction Database (ORD), a public repository of structured organic reaction records. Reactants: NC1=C(C=C(C=N1)C=1C=NN(C1)C(C(=O)O)(C)C)OC(C)C1=C(C(=CC=C1Cl)F)Cl (2-(4-{6-amino-5-[1-(2,6-dichloro-3-fluoro-phenyl)-ethoxy]-pyridin-3-yl}-pyrazol-1-yl)-2-methyl-propionic acid), C=1C=CC2=C(C1)N=NN2O (HOBT), C(CCl)Cl (EDC), CN(CCCN)C (N,N-dimethyl-propane-1,3-diamine). Solvent: CN(C)C=O (DMF). Reaction conditions: time 8 hour. Product: NC1=C(C=C(C=N1)C=1C=NN(C1)C(C(=O)NCCCN(C)C)(C)C)OC(C)C1=C(C(=CC=C1Cl)F)Cl (2-(4-{6-amino-5-[1-(2,6-dichloro-3-fluoro-phenyl)-ethoxy]-pyridin-3-yl}-pyrazol-1-yl)-N-(3-dimethylamino-propyl)-isobutyramide). Yield: 14.4%. As a reaction SMILES: [NH2:1][C:2]1[N:7]=[CH:6][C:5]([C:8]2[CH:9]=[N:10][N:11]([C:13]([CH3:18])([CH3:17])[C:14](O)=[O:15])[CH:12]=2)=[CH:4][C:3]=1[O:19][CH:20]([C:22]1[C:27]([Cl:28])=[CH:26][CH:25]=[C:24]([F:29])[C:23]=1[Cl:30])[CH3:21].C1C=CC2N(O)N=NC=2C=1.C(Cl)CCl.[CH3:45][N:46]([CH3:51])[CH2:47][CH2:48][CH2:49][NH2:50]>CN(C=O)C>[NH2:1][C:2]1[N:7]=[CH:6][C:5]([C:8]2[CH:9]=[N:10][N:11]([C:13]([CH3:18])([CH3:17])[C:14]([NH:50][CH2:49][CH2:48][CH2:47][N:46]([CH3:51])[CH3:45])=[O:15])[CH:12]=2)=[CH:4][C:3]=1[O:19][CH:20]([C:22]1[C:27]([Cl:28])=[CH:26][CH:25]=[C:24]([F:29])[C:23]=1[Cl:30])[CH3:21]. Procedure details: To a solution of 2-(4-{6-amino-5-[1-(2,6-dichloro-3-fluoro-phenyl)-ethoxy]-pyridin-3-yl}-pyrazol-1-yl)-2-methyl-propionic acid (1.00 g, 2.20 mmol) in DMF (5.5 mL) were added HOBT (300 mg, 2.20 mmol), EDC (633 mg, 3.30 mmol), and N,N-dimethyl-propane-1,3-diamine (225 mg, 2.20 mmol). The reaction was stirred overnight at room temperature. The reaction was then purified by reversed phase C-18 prep HPLC eluting with acetonitrile/water with 0.1% acetic acid to afford 2-(4-{6-amino-5-[1-(2,6-dichloro-... The reactants are CCO, CC1CCC(C(C)C)C(OC(C(=O)[O-])C(C(=Cc2ccc(Cl)cc2)n2cncn2)C(C)(C)C)C1, [K+], [OH-]. Yields the product CC(C)(C)C(O)C(=Cc1ccc(Cl)cc1)n1cncn1. RXN SMILES: [CH3:37][CH2:38][OH:39].[Cl:1][c:2]1[cH:3][cH:4][c:5]([CH:8]=[C:9]([CH:10]([C:11]([CH3:12])([CH3:13])[CH3:14])[CH:15]([O:16][CH:17]2[CH:18]([CH:19]([CH3:20])[CH3:21])[CH2:22][CH2:23][CH:24]([CH3:25])[CH2:26]2)[C:27]([O-:28])=[O:29])[n:30]2[n:31][cH:32][n:33][cH:34]2)[cH:6][cH:7]1.[K+:36].[OH-:35]>>[Cl:1][c:2]1[cH:3][cH:4][c:5]([CH:8]=[C:9]([CH:10]([C:11]([CH3:12])([CH3:13])[CH3:14])[OH:35])[n:30]2[n:31][cH:32][n:33][cH:34]2)[cH:6][cH:7]1. Starting materials: Cl (HCl), [OH-].[K+] (potassium hydroxide), C(#N)C(C(=O)O)=CC1=C(C(=CC=C1)Cl)Cl (alpha-cyano-2,3-dichlorocinnamic acid), S(=O)(=O)(C1=CC=C(C)C=C1)C[N+]#[C-] (tosyl methylisocyanide), C(Cl)Cl (methylene chloride). Run in CO (methanol), O (water). Run at time 20 minute. Yields the product ClC1=C(C=CC=C1Cl)C1=CNC=C1C#N (3-(2,3-dichlorophenyl)-4-cyanopyrrole). Isolated yield 99.0%. As a reaction SMILES: [OH-].[K+].[C:3]([C:5](=[CH:9][C:10]1[CH:15]=[CH:14][CH:13]=C(Cl)[C:11]=1[Cl:17])[C:6](O)=O)#[N:4].S([CH2:28][N+:29]#[C-])(C1C=CC(C)=CC=1)(=O)=O.Cl.[CH2:32]([Cl:34])Cl>CO.O>[Cl:17][C:11]1[C:32]([Cl:34])=[CH:13][CH:14]=[CH:15][C:10]=1[C:9]1[C:5]([C:3]#[N:4])=[CH:6][NH:29][CH:28]=1 |f:0.1|. Reported procedure: 12.62 g (225.0 m mol) of potassium hydroxide was dissolved in 80 ml of methanol. While being cooled at a temperature 0° to 10° C., the solution was fed with 12.10 g (50.0 m mol) of alpha-cyano-2,3-dichlorocinnamic acid and the mixture was stirred for 20 min. in the same temperature range. A solution of 10.25 g (52.5 m mol) of tosyl methylisocyanide in 70 ml of methylene chloride was added dropwise, at a temperature from 0° to 5° C., to the above mixture. The reaction mixture was then stirred for... Reactants: FC(C1=CC=2NC3=CC=CC=C3OC2C=C1)(F)F (2-trifluoromethylphenoxazine), Cl.ClC=1N(CCC1)C1=NCCC1 (2-chloro-1-(1-pyrrolin-2-yl)pyrroline hydrochloride). Yields the product FC(C1=CC=2N(C3=CC=CC=C3OC2C=C1)C=1N(CCC1)C1=NCCC1)(F)F (2-TRIFLUOROMETHYL-10-[1-(1-PYRROLIN-2-YL)-2-PYRROLIN-2-YL]PHENOXAZINE). Reaction SMILES: [F:1][C:2]([F:18])([F:17])[C:3]1[CH:16]=[CH:15][C:14]2[O:13][C:12]3[C:7](=[CH:8][CH:9]=[CH:10][CH:11]=3)[NH:6][C:5]=2[CH:4]=1.Cl.Cl[C:21]1[N:22]([C:26]2[CH2:30][CH2:29][CH2:28][N:27]=2)[CH2:23][CH2:24][CH:25]=1>>[F:18][C:2]([F:1])([F:17])[C:3]1[CH:16]=[CH:15][C:14]2[O:13][C:12]3[C:7](=[CH:8][CH:9]=[CH:10][CH:11]=3)[N:6]([C:21]3[N:22]([C:26]4[CH2:30][CH2:29][CH2:28][N:27]=4)[CH2:23][CH2:24][CH:25]=3)[C:5]=2[CH:4]=1 |f:1.2|. Reported procedure: Reaction of 2-trifluoromethylphenoxazine with 2-chloro-1-(1-pyrrolin-2-yl)pyrroline hydrochloride according to the procedure of Example 7 affords the free base, 2-TRIFLUOROMETHYL-10-[1-(1-PYRROLIN-2-YL)-2-PYRROLIN-2-YL]PHENOXAZINE, m.p. 140°-142° C., from n-hexane. Conversion of the free base affords 2-TRIFLUOROMETHYL-10-[1-(1-PYRROLIN-2-YL)-2-PYRROLIN-2-YL]PHENOXAZINE HYDROCHLORIDE HYDRATE, m.p. 222.5°-229° C. (dec.) (corr.). Starting materials: FP(C(C(F)(F)F)(F)F)(C(C(F)(F)F)(F)F)(C(C(F)(F)F)(F)F)F (difluorotris(pentafluoroethyl)phosphorane), C(C)[SiH](CC)CC (triethylsilane), FC=C (fluoroethylene). Conditions: temperature -20 celsius. Yields the product FC(C(F)(F)F)(F)P(C(C(F)(F)F)(F)F)C(C(F)(F)F)(F)F (tris(pentafluoroethyl)phosphine). Yield: 82.8%. Reaction SMILES: F[P:2](F)([C:17]([F:23])([F:22])[C:18]([F:21])([F:20])[F:19])([C:10]([F:16])([F:15])[C:11]([F:14])([F:13])[F:12])[C:3]([F:9])([F:8])[C:4]([F:7])([F:6])[F:5].C([SiH](CC)CC)C.FC=C>>[F:9][C:3]([P:2]([C:10]([F:15])([F:16])[C:11]([F:12])([F:13])[F:14])[C:17]([F:23])([F:22])[C:18]([F:21])([F:20])[F:19])([F:8])[C:4]([F:7])([F:6])[F:5]. Procedure details: 56.0 g (131.4 mmol) of difluorotris(pentafluoroethyl)phosphorane and 38.0 g (326.8 mmol) of triethylsilane were refluxed with vigorous stirring for 12 hours in an FEP (fluoroethylene polymer) flask at a bath temperature of 110° C. The reaction mixture was subsequently distilled under atmospheric pressure under an inert-gas atmosphere, and 48.0 g of the fraction having a boiling range of 81–85° C. were collected. This fraction was subsequently cooled to −20° C., and the lower phase (desired produ... Reactants: ClC1=CC=C(OC(C(=O)O)CC)C=C1 ((2RS)-2-(4-chlorophenoxy)butyric acid), [Si](C)(C)(C(C)(C)C)O[C@@H]1C=C2C=C[C@@H]([C@@H]([C@H]2[C@H](C1)O)CC[C@@H]1C[C@H](CC(O1)=O)O[Si](C)(C)C(C)(C)C)C ((4R,6R)-6-{(1S,2S,6S,8S,8aR)-2-[1,2,6,7,8,8a-hexahydro-6-t-butyldimethylsilyloxy-8-hydroxy-2-methyl-1-naphthyl]ethyl}tetrahydro-4-t-butyldimethylsilyloxy-2H-pyran-2-one). Yields the product [Si](C)(C)(C(C)(C)C)O[C@@H]1C=C2C=C[C@@H]([C@@H]([C@H]2[C@H](C1)OC(C(CC)OC1=CC=C(C=C1)Cl)=O)CC[C@@H]1C[C@H](CC(O1)=O)O[Si](C)(C)C(C)(C)C)C ((4R,6R)-6-([1S,2S,6S,8S,8aR]-2-{1,2,6,7,8,8a-Hexahydro-6-t-butyldimethylsilyloxy-8-[(2RS)-2-(4-chlorophenoxy)butyryloxy]-2-methyl-1-naphthyl}ethyl)tetrahydro-4-t-butyldimethylsilyloxy-2H-pyran-2-one). Isolated yield 104.6%. As a reaction SMILES: [Cl:1][C:2]1[CH:14]=[CH:13][C:5]([O:6][CH:7]([CH2:11][CH3:12])[C:8]([OH:10])=[O:9])=[CH:4][CH:3]=1.[Si:15]([O:22][C@H:23]1[CH2:32][C@H:31](O)[C@H:30]2[C:25]([CH:26]=[CH:27][C@H:28]([CH3:51])[C@@H:29]2[CH2:34][CH2:35][C@H:36]2[O:41][C:40](=[O:42])[CH2:39][C@H:38]([O:43][Si:44]([C:47]([CH3:50])([CH3:49])[CH3:48])([CH3:46])[CH3:45])[CH2:37]2)=[CH:24]1)([C:18]([CH3:21])([CH3:20])[CH3:19])([CH3:17])[CH3:16]>>[Si:15]([O:22][C@H:23]1[CH2:32][C@H:31]([O:9][C:8](=[O:10])[CH:7]([O:6][C:5]2[CH:4]=[CH:3][C:2]([Cl:1])=[CH:14][CH:13]=2)[CH2:11][CH3:12])[C@H:30]2[C:25]([CH:26]=[CH:27][C@H:28]([CH3:51])[C@@H:29]2[CH2:34][CH2:35][C@H:36]2[O:41][C:40](=[O:42])[CH2:39][C@H:38]([O:43][Si:44]([C:47]([CH3:50])([CH3:49])[CH3:48])([CH3:45])[CH3:46])[CH2:37]2)=[CH:24]1)([C:18]([CH3:19])([CH3:20])[CH3:21])([CH3:17])[CH3:16]. Reported procedure: A procedure similar to that described in Example 1, above, was followed, but using 730 mg of (2RS)-2-(4-chlorophenoxy)butyric acid and 1.0 g of (4R,6R)-6-{(1S,2S,6S,8S,8aR)-2-[1,2,6,7,8,8a-hexahydro-6-t-butyldimethylsilyloxy-8-hydroxy-2-methyl-1-naphthyl]ethyl}tetrahydro-4-t-butyldimethylsilyloxy-2H-pyran-2-one [prepared as described in Example B, above], to give 1.42 g of the title compound as a colorless foam. The reactants are COC(=O)C=1C=C2CC(COC2=CC1)C(=O)O (chroman-3,6-dicarboxylic acid 6-methyl ester), TEA, C1(=CC=CC=C1)P(=O)(C1=CC=CC=C1)N=[N+]=[N-] (diphenyl phosphoryl azide). Run in C(C)(C)(C)O (tert-butylalcohol). Run at temperature 80 celsius, time 12 hour. Product: COC(=O)C=1C=C2CC(COC2=CC1)N (3-amino-chroman-6-carboxylic acid methyl ester). The yield is 28.7%. Reaction SMILES: [CH3:1][O:2][C:3]([C:5]1[CH:6]=[C:7]2[C:12](=[CH:13][CH:14]=1)[O:11][CH2:10][CH:9](C(O)=O)[CH2:8]2)=[O:4].C1(P([N:32]=[N+]=[N-])(C2C=CC=CC=2)=O)C=CC=CC=1>C(O)(C)(C)C>[CH3:1][O:2][C:3]([C:5]1[CH:6]=[C:7]2[C:12](=[CH:13][CH:14]=1)[O:11][CH2:10][CH:9]([NH2:32])[CH2:8]2)=[O:4]. Procedure details: To a solution of XXXIII (1 g, 4.2 mmol) and TEA (1 mL) in 10 mL of tert-butylalcohol was added 1.15 g of diphenyl phosphoryl azide (4.2 mol). The reaction mixture was stirred at 80° C. for 12 h before concentrated in vacuo. The residue was dissolved in 20 mL of HCl/MeOH (1 N) and the mixture was stirred for at rt for 2 h. After solvent removal, the residue was partitioned between water and EtOAc. The aqueous layer was neutralized to pH 8 by addition of Na2CO3, and extracted with EtOAc. The organ... Reactants: Cl.NC1=NN2C(N(C(=C([C@H]2C2=CC=C(C=C2)C#N)C#N)C)C2=CC(=CC=C2)C(F)(F)F)=N1 ((7R)-2-amino-7-(4-cyanophenyl)-5-methyl-4-[3-(trifluoromethyl)phenyl]-4,7-dihydro[1,2,4]triazolo[1,5-a]pyrimidine-6-carbonitrile hydrochloride), C(C)(=O)NCC(=O)Cl (acetamidoacetyl chloride). Solvent: N1=CC=CC=C1 (pyridine). Conditions: time 12 hour. Yields the product C(C)(=O)NCC(=O)NC1=NN2C(N(C(=C([C@H]2C2=CC=C(C=C2)C#N)C#N)C)C2=CC(=CC=C2)C(F)(F)F)=N1 (N2-Acetyl-N-{(7R)-6-cyano-7-(4-cyanophenyl)-5-methyl-4-[3-(trifluoromethyl)phenyl]-4,7-dihydro[1,2,4]triazolo[1,5-a]pyrimidin-2-yl}glycinamide). As a reaction SMILES: Cl.[NH2:2][C:3]1[N:32]=[C:6]2[N:7]([C:22]3[CH:27]=[CH:26][CH:25]=[C:24]([C:28]([F:31])([F:30])[F:29])[CH:23]=3)[C:8]([CH3:21])=[C:9]([C:19]#[N:20])[C@@H:10]([C:11]3[CH:16]=[CH:15][C:14]([C:17]#[N:18])=[CH:13][CH:12]=3)[N:5]2[N:4]=1.[C:33]([NH:36][CH2:37][C:38](Cl)=[O:39])(=[O:35])[CH3:34]>N1C=CC=CC=1>[C:33]([NH:36][CH2:37][C:38]([NH:2][C:3]1[N:32]=[C:6]2[N:7]([C:22]3[CH:27]=[CH:26][CH:25]=[C:24]([C:28]([F:29])([F:31])[F:30])[CH:23]=3)[C:8]([CH3:21])=[C:9]([C:19]#[N:20])[C@@H:10]([C:11]3[CH:16]=[CH:15][C:14]([C:17]#[N:18])=[CH:13][CH:12]=3)[N:5]2[N:4]=1)=[O:39])(=[O:35])[CH3:34] |f:0.1|. Reported procedure: Under an atmosphere of argon protective gas, (7R)-2-amino-7-(4-cyanophenyl)-5-methyl-4-[3-(trifluoromethyl)phenyl]-4,7-dihydro[1,2,4]triazolo[1,5-a]pyrimidine-6-carbonitrile hydrochloride (13 mg, 28 mmol) was dissolved in abs. pyridine (2.0 ml). At room temperature, acetamidoacetyl chloride (8 mg, 57 mmol, 2 eq.) was added. After 12 h, analysis of the reaction by HPLC showed substantial conversion. The reaction mixture was concentrated under reduced pressure and purified by preparative HPLC (Kro... Starting materials: CN1CCCC1, CCOCC, CC#N, CCO, Cl, Cl, Nc1cc(-n2cc(C(=O)O)c(=O)c3ccc(Cl)nc32)c(F)cc1F, NC1CNC1. Yields the product Nc1cc(-n2cc(C(=O)O)c(=O)c3ccc(N4CC(N)C4)nc32)c(F)cc1F. RXN SMILES: [CH3:32][N:33]1[CH2:34][CH2:35][CH2:36][CH2:37]1.[CH3:38][CH2:39][O:40][CH2:41][CH3:42].[CH3:43][C:44]#[N:45].[CH3:46][CH2:47][OH:48].[ClH:25].[ClH:26].[NH2:1][c:2]1[cH:3][c:4](-[n:10]2[cH:11][c:12]([C:22](=[O:23])[OH:24])[c:13](=[O:21])[c:14]3[cH:15][cH:16][c:17]([Cl:20])[n:18][c:19]23)[c:5]([F:9])[cH:6][c:7]1[F:8].[NH2:27][CH:28]1[CH2:29][NH:30][CH2:31]1>>[NH2:1][c:2]1[cH:3][c:4](-[n:10]2[cH:11][c:12]([C:22](=[O:23])[OH:24])[c:13](=[O:21])[c:14]3[cH:15][cH:16][c:17]([N:30]4[CH2:29][CH:28]([NH2:27])[CH2:31]4)[n:18][c:19]23)[c:5]([F:9])[cH:6][c:7]1[F:8]. Starting materials: C(C)(C)(C)NC1=NC(=NC2=C(C=CC=C12)N)C (N4-(tert-butyl)-2-methylquinazoline-4,8-diamine), CCN(C(C)C)C(C)C (DIPEA), ClC1=CC=C(C(=C1C(=O)O)F)CNC(C(C)(C)C)=O (6-chloro-2-fluoro-3-(pivalamidomethyl)benzoic acid), C(C(=O)Cl)(=O)Cl (oxalyl chloride). The reagents and catalysts are CN(C)C=O (DMF). Solvent: C(Cl)Cl (CH2Cl2). The product is C(C)(C)(C)NC1=NC(=NC2=C(C=CC=C12)NC(C1=C(C(=CC=C1Cl)CNC(C(C)(C)C)=O)F)=O)C (N-(4-(tert-Butylamino)-2-methylquinazolin-8-yl)-6-chloro-2-fluoro-3-(pivalamidomethyl)benzamide). Isolated yield 21.4%. Reaction SMILES: [C:1]([NH:5][C:6]1[C:15]2[C:10](=[C:11]([NH2:16])[CH:12]=[CH:13][CH:14]=2)[N:9]=[C:8]([CH3:17])[N:7]=1)([CH3:4])([CH3:3])[CH3:2].[Cl:18][C:19]1[C:24]([C:25](O)=[O:26])=[C:23]([F:28])[C:22]([CH2:29][NH:30][C:31](=[O:36])[C:32]([CH3:35])([CH3:34])[CH3:33])=[CH:21][CH:20]=1.C(Cl)(=O)C(Cl)=O.CCN(C(C)C)C(C)C>CN(C=O)C.C(Cl)Cl>[C:1]([NH:5][C:6]1[C:15]2[C:10](=[C:11]([NH:16][C:25](=[O:26])[C:24]3[C:19]([Cl:18])=[CH:20][CH:21]=[C:22]([CH2:29][NH:30][C:31](=[O:36])[C:32]([CH3:33])([CH3:34])[CH3:35])[C:23]=3[F:28])[CH:12]=[CH:13][CH:14]=2)[N:9]=[C:8]([CH3:17])[N:7]=1)([CH3:4])([CH3:3])[CH3:2]. Procedure: The title compound was prepared following the procedure described in Example-1 using N4-(tert-butyl)-2-methylquinazoline-4,8-diamine (Intermediate-58, 100 mg, 0.43 mmol), 6-chloro-2-fluoro-3-(pivalamidomethyl)benzoic acid (Intermediate-2, 150 mg, 0.52 mmol), oxalyl chloride (82 mg, 0.65 mmol), DMF (1 drop) and DIPEA (166 mg, 1.29 mmol) in CH2Cl2 (3 mL) to afford 46 mg of the title product. 1H NMR (400 MHz, DMSO-d6): δ 10.21 (s, 1H), 8.66 (d, J=7.4 Hz, 1H), 8.15 (t, 1H), 8.10 (d, J=8.0 Hz, 1H), 7...